Dataset: the Open Reaction Database (ORD), a public repository of structured organic reaction records. Task: describe an organic reaction: reactants, conditions, products, and yield Starting materials: CCI, CCC(=O)Nc1cccc(-c2ccc3nnc(C)n3n2)c1, CN(C)C=O, [H-], [Na+]. The product is CCC(=O)N(CC)c1cccc(-c2ccc3nnc(C)n3n2)c1. As a reaction SMILES: [CH2:24]([CH3:25])[I:26].[CH3:1][c:2]1[n:3][n:4][c:5]2[n:6]1[n:7][c:8](-[c:11]1[cH:12][c:13]([NH:17][C:18]([CH2:19][CH3:20])=[O:21])[cH:14][cH:15][cH:16]1)[cH:9][cH:10]2.[CH3:27][N:28]([CH3:29])[CH:30]=[O:31].[H-:22].[Na+:23]>>[CH3:1][c:2]1[n:3][n:4][c:5]2[n:6]1[n:7][c:8](-[c:11]1[cH:12][c:13]([N:17]([C:18]([CH2:19][CH3:20])=[O:21])[CH2:24][CH3:25])[cH:14][cH:15][cH:16]1)[cH:9][cH:10]2. Starting materials: CCCCBr, CCCCN1C(=O)C(C)(C)N=C(c2ccccc2F)c2cc([N+](=O)[O-])cc(Cl)c21. The product is CC1(C)N=C(c2ccccc2F)c2cc([N+](=O)[O-])cc(Cl)c2NC1=O. As a reaction SMILES: [CH2:1]([Br:2])[CH2:3][CH2:4][CH3:5].[CH2:6]([CH2:7][CH2:8][CH3:9])[N:10]1[C:11](=[O:34])[C:12]([CH3:32])([CH3:33])[N:13]=[C:14]([c:25]2[c:26]([F:31])[cH:27][cH:28][cH:29][cH:30]2)[c:15]2[c:16]1[c:17]([Cl:24])[cH:18][c:19]([N+:21](=[O:22])[O-:23])[cH:20]2>>[NH:10]1[C:11](=[O:34])[C:12]([CH3:32])([CH3:33])[N:13]=[C:14]([c:25]2[c:26]([F:31])[cH:27][cH:28][cH:29][cH:30]2)[c:15]2[c:16]1[c:17]([Cl:24])[cH:18][c:19]([N+:21](=[O:22])[O-:23])[cH:20]2. The reactants are COC1=CC=C(C=C1)C1=CC(CCC1)NCCC(C)C1=CC=CC=C1 ((RS)-[3-(4-methoxy-phenyl)-cyclohex-2-enyl]-(3-phenyl-butyl)-amine), COC1=CC=C(C=C1)C1=CC(CCC1)=O (3-(4-methoxy-phenyl)-cyclohex-2-enone), C1(=CC=CC=C1)CCCCN (4-phenyl-butylamine). Yields the product COC1=CC=C(C=C1)C1=CC(CCC1)NCCCCC1=CC=CC=C1 ((RS)-[3-(4-Methoxy-phenyl)-cyclohex-2-enyl]-(4-phenyl-butyl)-amine). As a reaction SMILES: [CH3:1][O:2][C:3]1[CH:8]=[CH:7][C:6]([C:9]2[CH2:14][CH2:13][CH2:12][CH:11]([NH:15][CH2:16][CH2:17][CH:18](C3C=CC=CC=3)[CH3:19])[CH:10]=2)=[CH:5][CH:4]=1.CO[C:28]1[CH:33]=[CH:32][C:31](C2CCCC(=O)C=2)=[CH:30][CH:29]=1.C1(CCCCN)C=CC=CC=1>>[CH3:1][O:2][C:3]1[CH:8]=[CH:7][C:6]([C:9]2[CH2:14][CH2:13][CH2:12][CH:11]([NH:15][CH2:16][CH2:17][CH2:18][CH2:19][C:28]3[CH:33]=[CH:32][CH:31]=[CH:30][CH:29]=3)[CH:10]=2)=[CH:5][CH:4]=1. Reported procedure: Following the general procedure of example 28, (RS)-[3-(4-methoxy-phenyl)-cyclohex-2-enyl]-(3-phenyl-butyl)-amine (2.8 g; 56% light yellow oil, MS: m/e=336.2 (M+H+)) was prepared from 3-(4-methoxy-phenyl)-cyclohex-2-enone (3.0 g; 14.8 mmol) and 4-phenyl-butylamine (2.21 g; 14.8 mmol). As a reaction SMILES: [F:1][C:2]1[CH:10]=[CH:9][C:5]([CH2:6][CH2:7][NH2:8])=[CH:4][CH:3]=1.[CH3:11][C:12]([CH3:14])=O.CO.C([BH3-])#N.[Na+]>C(O)(=O)C.C(OCC)(=O)C.O>[F:1][C:2]1[CH:10]=[CH:9][C:5]([CH2:6][CH2:7][NH:8][CH:12]([CH3:14])[CH3:11])=[CH:4][CH:3]=1 |f:3.4|. Solvent: C(C)(=O)O (acetic acid), O (water), C(C)(=O)OCC (ethyl acetate). The reactants are FC1=CC=C(CCN)C=C1 (4-fluorophenethylamine), CC(=O)C (acetone), CO (methanol), C(#N)[BH3-].[Na+] (sodium cyano-borohydride). Procedure details: To a solution of 4-fluorophenethylamine (1.4 g) in acetic acid (10 mL) was added dropwise acetone (0.82 mL) and methanol (20 mL). After sodium cyano-borohydride (0.64 g) was added, and the solution was stirred at room temperature for 2.5 hours. After adding water and diluting with ethyl acetate, the solution was washed with water and saturated sodium chloride water. After drying with anhydrous sodium sulfate, the residue that was obtained upon removing the solvent by evaporation was purified by ... Yields the product FC1=CC=C(C=C1)CCNC(C)C ([2-(4-Fluorophenyl)ethyl]isopropylamine). Conditions: time 2.5 hour. Reactants: resultant mixture, Cl (HCl), C1C(CC2=CC=CC=C12)=O (2-indanone), C1(=CC=CC=C1)[Mg]Br (phenylmagnesium bromide), O (water). Reagents/catalysts: C1(=CC=C(C=C1)S(=O)(=O)O)C (p-toluenesulfonic acid). The solvent is hexanes, C1=CC=CC=C1 (benzene), C1=CC=CC=C1 (benzene). The product is C1(=CC=CC=C1)C=1CC2=CC=CC=C2C1 (2-Phenylindene). The yield is 64.3%. Reaction SMILES: [CH2:1]1[C:9]2[C:4](=[CH:5][CH:6]=[CH:7][CH:8]=2)[CH2:3][C:2]1=O.[C:11]1([Mg]Br)[CH:16]=[CH:15][CH:14]=[CH:13][CH:12]=1.O.Cl>C1C=CC=CC=1.C1(C)C=CC(S(O)(=O)=O)=CC=1>[C:11]1([C:2]2[CH2:3][C:4]3[C:9]([CH:1]=2)=[CH:8][CH:7]=[CH:6][CH:5]=3)[CH:16]=[CH:15][CH:14]=[CH:13][CH:12]=1. Reported procedure: A solution of 2-indanone (13.47 g, 102 mmol) in anhydrous benzene (100 mL) is added to phenylmagnesium bromide (3.0M in diethyl ether, 50.9 mL, 153 mmol) at 5° C. over 2.5 hours. The reaction was allowed to warm to room temperature over 30 minutes. The solution was cooled to 0° C. and 150 mL of water are added. The resultant mixture was diluted with 200 mL of hexanes, neutralized with 5M HCl, and washed with brine (2×100 mL). The aqueous layer was extracted with hexanes (2×50 mL), and the combin... The reactants are [N+](=O)([O-])C=1C=NC2=CC=CC=C2C1NCCCCCC(=O)OCC (ethyl 6-(3-nitroquinolin-4-ylamino)hexanoate), ClCCl (dichloromethane), S(=O)([O-])S(=O)[O-].[Na+].[Na+] (sodium hydrosulfite), C([O-])([O-])=O.[K+].[K+] (potassium carbonate). Reagents/catalysts: [Br-].[Br-].C(CCCCCCC)[N+]1=CC=C(C=C1)C1=CC=[N+](C=C1)CCCCCCCC (1,1′-di-n-octyl-4,4′-bipyridinium dibromide). Run in O (water), O (Water), O (water). Run at time 8 hour. Yields the product NC=1C=NC2=CC=CC=C2C1NCCCCCC(=O)OCC (ethyl 6-[(3-aminoquinolin-4-yl)amino]hexanoate). The yield is 69.0%. RXN SMILES: S(S([O-])=O)([O-])=O.[Na+].[Na+].C(=O)([O-])[O-].[K+].[K+].[N+:15]([C:18]1[CH:19]=[N:20][C:21]2[C:26]([C:27]=1[NH:28][CH2:29][CH2:30][CH2:31][CH2:32][CH2:33][C:34]([O:36][CH2:37][CH3:38])=[O:35])=[CH:25][CH:24]=[CH:23][CH:22]=2)([O-])=O.ClCCl>O.[Br-].[Br-].C([N+]1C=CC(C2C=C[N+](CCCCCCCC)=CC=2)=CC=1)CCCCCCC>[NH2:15][C:18]1[CH:19]=[N:20][C:21]2[C:26]([C:27]=1[NH:28][CH2:29][CH2:30][CH2:31][CH2:32][CH2:33][C:34]([O:36][CH2:37][CH3:38])=[O:35])=[CH:25][CH:24]=[CH:23][CH:22]=2 |f:0.1.2,3.4.5,9.10.11|. Reported procedure: A solution of sodium hydrosulfite (73.55 g, 422.4 mmol) and potassium carbonate (65.9 g, 476 mmol) in water (200 mL) was stirred for 15 minutes. A mixture of ethyl 6-(3-nitroquinolin-4-ylamino)hexanoate (40.0 g, 121 mmol, prepared as described in Parts A and B of Example 6), 1,1′-di-n-octyl-4,4′-bipyridinium dibromide (0.65 g, 1.2 mmol), dichloromethane (200 mL), and water (40 mL) was added over a period of five minutes, and the reaction was stirred overnight at ambient temperature. Water (100 m... Reactants: C=C(OCC)c1ccc(F)cc1, ClCCl, O=C(Cl)C(Cl)(Cl)Cl, c1ccncc1. Product: CCOC(=CC(=O)C(Cl)(Cl)Cl)c1ccc(F)cc1. RXN SMILES: [CH2:1]([CH3:2])[O:3][C:4](=[CH2:5])[c:6]1[cH:7][cH:8][c:9]([F:12])[cH:10][cH:11]1.[CH2:26]([Cl:27])[Cl:28].[Cl:13][C:14]([C:15](=[O:16])[Cl:17])([Cl:18])[Cl:19].[cH:20]1[cH:21][cH:22][n:23][cH:24][cH:25]1>>[CH2:1]([CH3:2])[O:3][C:4](=[CH:5][C:15]([C:14]([Cl:13])([Cl:18])[Cl:19])=[O:16])[c:6]1[cH:7][cH:8][c:9]([F:12])[cH:10][cH:11]1.